describe an organic reaction: reactants, conditions, products, and yield From a dataset of the Open Reaction Database (ORD), a public repository of structured organic reaction records. Conditions: time 16 hour. Procedure details: To a stirred, cooled (0° C.) solution of (RS)-2-amino-2-(4-bromo-3-fluoro-phenyl)-ethanol (3.26 g) and sodium acetate (2.22 g) in methanol (25 ml) was added dropwise a solution of cyanogen bromide (1.52 g) in methanol (10 ml) over 10 min. The mixture was then allowed to warm to at r.t. and stirring continued for 16 h. The mixture was concentrated in vacuo and the residue was resuspended in water and made basic by addition of 1 M aq sodium hydroxide solution. The mixture was then extracted twice ... Reactants: NC(CO)C1=CC(=C(C=C1)Br)F ((RS)-2-amino-2-(4-bromo-3-fluoro-phenyl)-ethanol), C(C)(=O)[O-].[Na+] (sodium acetate), N#CBr (cyanogen bromide). Yield: 30.2%. Run in CO (methanol), CO (methanol). The product is BrC1=C(C=C(C=C1)C1N=C(OC1)N)F ((RS)-4-(4-bromo-3-fluoro-phenyl)-4,5-dihydro-oxazol-2-ylamine). RXN SMILES: [NH2:1][CH:2]([C:5]1[CH:10]=[CH:9][C:8]([Br:11])=[C:7]([F:12])[CH:6]=1)[CH2:3][OH:4].C([O-])(=O)C.[Na+].[N:18]#[C:19]Br>CO>[Br:11][C:8]1[CH:9]=[CH:10][C:5]([CH:2]2[CH2:3][O:4][C:19]([NH2:18])=[N:1]2)=[CH:6][C:7]=1[F:12] |f:1.2|. Solvent: C(C)(=O)OCC (ethyl acetate), C(CC(O)(C(=O)O)CC(=O)O)(=O)O (citric acid). Starting materials: Cl.Cl.S1C(=NC2=C1C=CC=C2)NC(=O)C=2C=CC=C1CCNCC21 (N-(benzo[d]thiazol-2-yl)-1,2,3,4-tetrahydroisoquinoline-8-carboxamide dihydrochloride), C(=O)([O-])[O-].[Cs+].[Cs+] (Cs2CO3), 4A, BrC=1C(=NC(=CC1)Cl)C(=O)OC(C)(C)C (tert-butyl 3-bromo-6-chloropicolinate). As a reaction SMILES: C([O-])([O-])=O.[Cs+].[Cs+].[Br:7][C:8]1[C:9]([C:15]([O:17][C:18]([CH3:21])([CH3:20])[CH3:19])=[O:16])=[N:10][C:11](Cl)=[CH:12][CH:13]=1.Cl.Cl.[S:24]1[C:28]2[CH:29]=[CH:30][CH:31]=[CH:32][C:27]=2[N:26]=[C:25]1[NH:33][C:34]([C:36]1[CH:37]=[CH:38][CH:39]=[C:40]2[C:45]=1[CH2:44][NH:43][CH2:42][CH2:41]2)=[O:35]>C(OCC)(=O)C.C(O)(=O)CC(CC(O)=O)(C(O)=O)O>[S:24]1[C:28]2[CH:29]=[CH:30][CH:31]=[CH:32][C:27]=2[N:26]=[C:25]1[NH:33][C:34]([C:36]1[CH:37]=[CH:38][CH:39]=[C:40]2[C:45]=1[CH2:44][N:43]([C:11]1[N:10]=[C:9]([C:15]([O:17][C:18]([CH3:21])([CH3:20])[CH3:19])=[O:16])[C:8]([Br:7])=[CH:13][CH:12]=1)[CH2:42][CH2:41]2)=[O:35] |f:0.1.2,4.5.6|. Reported procedure: Cs2CO3 (4.1 g, 12.6 mmol) and 4A sieves were dried under high vacuum at 150° C. for 6 to 10 hours before the start of the reaction. After cooling to room temperature, compound 94A (0.736 g, 2.53 mmol) and compound 1B (1.62 g, 3 mmol) were transferred to the reaction vessel and the atmosphere was purged with nitrogen. 12 mL of anhydrous DMA were then added and the reaction was stirred at 120° C. for 12 hours. The cooled reaction mixture was then diluted with ethyl acetate and 10% citric acid. The... Isolated yield 80.4%. Product: S1C(=NC2=C1C=CC=C2)NC(=O)C=2C=CC=C1CCN(CC21)C2=CC=C(C(=N2)C(=O)OC(C)(C)C)Br (tert-butyl 6-(8-(benzo[d]thiazol-2-ylcarbamoyl)-3,4-dihydroisoquinolin-2(1H)-yl)-3-bromopicolinate). Run at time 12 hour. Starting materials: C(C)(=O)CCC(=S)Cl (3-acetylthiopropionyl chloride), O=C1NC(CC2=CC=CC=C12)C(=O)O (1-oxo-1,2,3,4-tetrahydro-3-isoquinoline carboxylic acid), S(=O)(Cl)Cl (thionyl chloride), C(C)(=O)CCC(=S)O (3-acetylthiopropionic acid). Solvent: C(C)#N (acetonitrile), C(C)N(CC)CC (triethyl amine), C1=CC=CC=C1 (benzene). Run at time 8 hour. The product is [Cl-] (chloride), C(C)(=O)CCC(=S)N1C(C2=CC=CC=C2CC1C(=O)O)=O (2-(3-acetylthiopropionyl)-1-oxo-1,2,3,4-tetrahydro- 3-isoquinoline carboxylic acid). RXN SMILES: [O:1]=[C:2]1[C:11]2[C:6](=[CH:7][CH:8]=[CH:9][CH:10]=2)[CH2:5][CH:4]([C:12]([OH:14])=[O:13])[NH:3]1.[C:15]([CH2:18][CH2:19][C:20]([Cl:22])=[S:21])(=[O:17])[CH3:16].S(Cl)(Cl)=O.C(CCC(O)=S)(=O)C>C(#N)C.C1C=CC=CC=1.C(N(CC)CC)C>[Cl-:22].[C:15]([CH2:18][CH2:19][C:20]([N:3]1[CH:4]([C:12]([OH:14])=[O:13])[CH2:5][C:6]2[C:11](=[CH:10][CH:9]=[CH:8][CH:7]=2)[C:2]1=[O:1])=[S:21])(=[O:17])[CH3:16]. Procedure: 1.1 g of triethyl amine was added to a suspension of 1.0 g of 1-oxo-1,2,3,4-tetrahydro-3-isoquinoline carboxylic acid in 10 ml of acetonitrile. A solution of 3-acetylthiopropionyl chloride (3-acethylthiopropionyl chloride was prepared by adding 1.0 g of thionyl chloride to a solution of 0.8 g of 3-acetylthiopropionic acid in 5 ml of benzene, stirring the solution overnight at room temperature and distilling off the solvent and excess thionyl chloride) in 5 ml of acetonitrile was added drop by dr... The reactants are COC(=O)C1(CC2N(CCN(C2=O)CC2=CC=CC=C2)C1)C ((7RS,8aSR)-7-methoxycarbonyl-7-methyl-2-phenylmethyl-1,2,3,4,6,7,8,8a-octahydro-pyrrolo[1,2-a]pyrazin-1-one), [H-].[Al+3].[Li+].[H-].[H-].[H-] (lithium aluminum hydride). Solvent: C1CCOC1 (THF), C1CCOC1 (THF). Reaction conditions: time 2 hour. Yields the product OCC1(CC2N(CCN(C2)CC2=CC=CC=C2)C1)C ((7RS,8aSR)-7-Hydroxymethyl-7-methyl-2-phenylmethyl-1,2,3,4,6,7,8,8a-octahydro-pyrrolo[1,2-a]pyrazine). The yield is 58.3%. Reaction SMILES: C[O:2][C:3]([C:5]1([CH3:22])[CH2:21][N:8]2[CH2:9][CH2:10][N:11]([CH2:14][C:15]3[CH:20]=[CH:19][CH:18]=[CH:17][CH:16]=3)[C:12](=O)[CH:7]2[CH2:6]1)=O.[H-].[Al+3].[Li+].[H-].[H-].[H-]>C1COCC1>[OH:2][CH2:3][C:5]1([CH3:22])[CH2:21][N:8]2[CH2:9][CH2:10][N:11]([CH2:14][C:15]3[CH:20]=[CH:19][CH:18]=[CH:17][CH:16]=3)[CH2:12][CH:7]2[CH2:6]1 |f:1.2.3.4.5.6|. Procedure: A solution of 3.33 g (11 mmol) of (7RS,8aSR)-7-methoxycarbonyl-7-methyl-2-phenylmethyl-1,2,3,4,6,7,8,8a-octahydro-pyrrolo[1,2-a]pyrazin-1-one (Jones, R. C. F.; Howard, K. J. J. Chem. Soc., Perkin Trans. 1, 1993, 2391) in 125 mL of dry THF was added dropwise to a stirred suspension of 1.26 g (33 mmol) of lithium aluminum hydride in 125 mL of dry THF. The solution was stirred for 2 h at room temperature, and carefully quenched with 1.26 mL of water, 1.26 mL of 15% NaOH, and 3.78 mL of water. After... Starting materials: C1(=CC=CC=C1)COC(COC(=O)OCOC=1C(C(=CN2C[C@@H]3N(C(C21)=O)[C@H](CO3)C)C(=O)NCC3=C(C=C(C=C3)F)F)=O)=O (Phenylmethyl({[({[(3S,11aR)-8-({[(2,4-difluorophenyl)methyl]amino}carbonyl)-3-methyl-5,7-dioxo-2,3,5,7,11,11a-hexahydro[1,3]oxazolo[3,2-a]pyrido[1,2-d]pyrazin-6-yl]oxy}methyl)oxy]carbonyl}oxy)acetate), [H][H] (hydrogen). Reagents/catalysts: [Pd] (palladium on carbon). Run in C(C)(=O)OCC.CO (ethyl acetate methanol). Product: FC1=C(C=CC(=C1)F)CNC(=O)C=1C(C(=C2N(C[C@@H]3N(C2=O)[C@H](CO3)C)C1)OCOC(=O)OCC(=O)O)=O (({[({[(3S,11aR)-8-({[(2,4-Difluorophenyl)methyl]amino}carbonyl)-3-methyl-5,7-dioxo-2,3,5,7,11,11a-hexahydro[1,3]oxazolo[3,2-a]pyrido[1,2-d]pyrazin-6-yl]oxy}methyl)oxy]carbonyl}oxy)acetic acid). Reaction SMILES: C1(C[O:8][C:9](=[O:45])[CH2:10][O:11][C:12]([O:14][CH2:15][O:16][C:17]2[C:18](=[O:44])[C:19]([C:32]([NH:34][CH2:35][C:36]3[CH:41]=[CH:40][C:39]([F:42])=[CH:38][C:37]=3[F:43])=[O:33])=[CH:20][N:21]3[C:26]=2[C:25](=[O:27])[N:24]2[C@@H:28]([CH3:31])[CH2:29][O:30][C@@H:23]2[CH2:22]3)=[O:13])C=CC=CC=1.[H][H]>[Pd].C(OCC)(=O)C.CO>[F:43][C:37]1[CH:38]=[C:39]([F:42])[CH:40]=[CH:41][C:36]=1[CH2:35][NH:34][C:32]([C:19]1[C:18](=[O:44])[C:17]([O:16][CH2:15][O:14][C:12]([O:11][CH2:10][C:9]([OH:45])=[O:8])=[O:13])=[C:26]2[C:25](=[O:27])[N:24]3[C@@H:28]([CH3:31])[CH2:29][O:30][C@@H:23]3[CH2:22][N:21]2[CH:20]=1)=[O:33] |f:3.4|. Reported procedure: Phenylmethyl({[({[(3S,11aR)-8-({[(2,4-difluorophenyl)methyl]amino}carbonyl)-3-methyl-5,7-dioxo-2,3,5,7,11,11a-hexahydro[1,3]oxazolo[3,2-a]pyrido[1,2-d]pyrazin-6-yl]oxy}methyl)oxy]carbonyl}oxy)acetate (prepared as described in example 17) (247 mg, 0.394 mmol) 10 w.t. % palladium on carbon (190 mg) were stirred in an ethyl acetate/methanol mixture under 1 atm hydrogen atmosphere for 30 minutes. The reaction was filtered through celite and concentrated under reduced pressure to yield a white solid.... RXN SMILES: [Al+3:31].[H-:30].[H-:33].[H-:34].[H-:35].[Li+:32].[n:1]1[cH:2][cH:3][c:4]([CH2:7][CH2:8][CH2:9][N:10]2[CH:11]([CH2:16][CH2:17][N:18]3[C:19](=[O:29])[c:20]4[cH:21][c:22]([CH3:28])[c:23]([CH3:27])[cH:24][c:25]4[CH2:26]3)[CH2:12][CH2:13][CH2:14][CH2:15]2)[cH:5][cH:6]1>>[n:1]1[cH:2][cH:3][c:4]([CH2:7][CH2:8][CH2:9][N:10]2[CH:11]([CH2:16][CH2:17][N:18]3[CH2:19][c:20]4[cH:21][c:22]([CH3:28])[c:23]([CH3:27])[cH:24][c:25]4[CH2:26]3)[CH2:12][CH2:13][CH2:14][CH2:15]2)[cH:5][cH:6]1. Yields the product Cc1cc2c(cc1C)CN(CCC1CCCCN1CCCc1ccncc1)C2. Reactants: [Al+3], [H-], [H-], [H-], [H-], [Li+], Cc1cc2c(cc1C)C(=O)N(CCC1CCCCN1CCCc1ccncc1)C2. The reactants are S1C=CC2=C1C(=CC=C2)S (1-benzothiophene-7-thiol), C(C1=CC=CC=C1)N(CCC(O)C1=CC=CC=C1)C (3-[benzyl(methyl)amino]-1-phenyl-1-propanol), [I-].C(#N)C[P+](C)(C)C ((cyanomethyl) trimethylphosphonium iodide), C(C)(C)N(CC)C(C)C (diisopropylethylamine). Run in C(CC)#N (propionitrile). Product: S1C=CC2=C1C(=CC=C2)SC(CCC2=CC=CC=C2)N(C)CC2=CC=CC=C2 (1-Benzothien-7-yl(thio)-N-benzyI-N-methyl-3-phenylpropanamine). As a reaction SMILES: [S:1]1[C:5]2[C:6]([SH:10])=[CH:7][CH:8]=[CH:9][C:4]=2[CH:3]=[CH:2]1.[CH2:11]([N:18]([CH3:29])[CH2:19][CH2:20][CH:21]([C:23]1[CH:28]=[CH:27][CH:26]=[CH:25][CH:24]=1)O)[C:12]1[CH:17]=[CH:16][CH:15]=[CH:14][CH:13]=1.[I-].C(C[P+](C)(C)C)#N.C(N(C(C)C)CC)(C)C>C(#N)CC>[S:1]1[C:5]2[C:6]([S:10][CH:19]([N:18]([CH2:11][C:12]3[CH:17]=[CH:16][CH:15]=[CH:14][CH:13]=3)[CH3:29])[CH2:20][CH2:21][C:23]3[CH:28]=[CH:27][CH:26]=[CH:25][CH:24]=3)=[CH:7][CH:8]=[CH:9][C:4]=2[CH:3]=[CH:2]1 |f:2.3|. Procedure details: A solution of 1-benzothiophene-7-thiol (0.32 g, 1.96 mmol), 3-[benzyl(methyl)amino]-1-phenyl-1-propanol (0.5 g, 1.96 mmol), (cyanomethyl) trimethylphosphonium iodide (Ref Tetrahedron, 2001, 57, 5451–5454) (0.714 g, 2.94 mmol), diisopropylethylamine (0.379 g, 2.94 mmol) in propionitrile (5 mL) was stirred at 90° C. in a reacti-vial for 72 h. After this time the reaction was allowed to cool to room temperature. The reaction mixture was purified by an SCX-2 column eluting with methanol followed by ... Reactants: OBO, Cc1cccc(Br)c1, Fc1cccc(F)c1. The product is Cc1cccc(-c2ccc(F)cc2F)c1. RXN SMILES: [BH:9]([OH:10])[OH:11].[Br:1][c:2]1[cH:3][c:4]([CH3:8])[cH:5][cH:6][cH:7]1.[F:12][c:13]1[cH:14][cH:15][cH:16][c:17]([F:19])[cH:18]1>>[c:2]1(-[c:14]2[c:13]([F:12])[cH:18][c:17]([F:19])[cH:16][cH:15]2)[cH:3][c:4]([CH3:8])[cH:5][cH:6][cH:7]1. The solvent is CC(C)(C)OC (TBME), CS(=O)C (DMSO). Product: NC1=CC=C2C(C(N(C2=C1)CCCOC1CC1)=O)(C)C (6-Amino-1-(3-cyclopropoxypropyl)-3,3-dimethylindolin-2-one), oil. Procedure: To a suspension of 6-bromo-1-(3-cyclopropoxypropyl)-3,3-dimethylindolin-2-one (360 mg, 1.06 mmol) and K2CO3 (441 mg, 3.19 mmol) in DMSO (2 ml) were added L-proline (49.0 mg, 426 μmol), copper (I) iodide (40.5 mg, 213 μmol) and ammonium hydroxide (373 mg, 414 μl, 2.66 mmol). The tube was sealed and heated to 90° C. for 7 hours. The reaction mixture was poured into TBME (50 ml) and extracted with 1 M HCl. The combined aqueous layers were basified with 2M Na2CO3. The aqueous phase was extracted two... As a reaction SMILES: Br[C:2]1[CH:10]=[C:9]2[C:5]([C:6]([CH3:20])([CH3:19])[C:7](=[O:18])[N:8]2[CH2:11][CH2:12][CH2:13][O:14][CH:15]2[CH2:17][CH2:16]2)=[CH:4][CH:3]=1.C([O-])([O-])=O.[K+].[K+].[NH:27]1CCC[C@H]1C(O)=O.[OH-].[NH4+]>CS(C)=O.[Cu]I.CC(OC)(C)C>[NH2:27][C:2]1[CH:10]=[C:9]2[C:5]([C:6]([CH3:20])([CH3:19])[C:7](=[O:18])[N:8]2[CH2:11][CH2:12][CH2:13][O:14][CH:15]2[CH2:17][CH2:16]2)=[CH:4][CH:3]=1 |f:1.2.3,5.6|. Reaction conditions: temperature 90 celsius. Starting materials: N1[C@H](C(=O)O)CCC1 (L-proline), [OH-].[NH4+] (ammonium hydroxide), BrC1=CC=C2C(C(N(C2=C1)CCCOC1CC1)=O)(C)C (6-bromo-1-(3-cyclopropoxypropyl)-3,3-dimethylindolin-2-one), C(=O)([O-])[O-].[K+].[K+] (K2CO3). Reagents/catalysts: [Cu]I (copper (I) iodide). Reactants: ClC=1N=CC2=C(N1)N(C(C2(C)C)=O)C(CC)CC (2-chloro-7-(1-ethyl-propyl)-5,5-dimethyl-5,7-dihydro-pyrrolo[2,3-d]pyrimidin-6-one), NC1=CC=C(C=C1)N1CCN(CC1)C(C)=O (1-[4-(4-amino-phenyl)-piperazin-1-yl]-ethanone), C1(=CC=C(C=C1)S(=O)(=O)O)C (p-toluenesulfonic acid). Solvent: O1CCOCC1 (1,4-dioxane), CN(C)C=O (DMF), CCOC(=O)C (EtOAc). Conditions: temperature 140 celsius. Product: C(C)(=O)N1CCN(CC1)C1=CC=C(C=C1)NC=1N=CC2=C(N1)N(C(C2(C)C)=O)C(CC)CC (2-[4-(4-acetyl-piperazin-1-yl)-phenylamino]-7-(1-ethyl-propyl)-5,5-dimethyl-5,7-dihydro-pyrrolo[2,3-d]pyrimidin-6-one). Isolated yield 88.8%. RXN SMILES: Cl[C:2]1[N:3]=[CH:4][C:5]2[C:10]([CH3:12])([CH3:11])[C:9](=[O:13])[N:8]([CH:14]([CH2:17][CH3:18])[CH2:15][CH3:16])[C:6]=2[N:7]=1.[NH2:19][C:20]1[CH:25]=[CH:24][C:23]([N:26]2[CH2:31][CH2:30][N:29]([C:32](=[O:34])[CH3:33])[CH2:28][CH2:27]2)=[CH:22][CH:21]=1.C1(C)C=CC(S(O)(=O)=O)=CC=1>O1CCOCC1.CN(C=O)C.CCOC(C)=O>[C:32]([N:29]1[CH2:28][CH2:27][N:26]([C:23]2[CH:24]=[CH:25][C:20]([NH:19][C:2]3[N:3]=[CH:4][C:5]4[C:10]([CH3:12])([CH3:11])[C:9](=[O:13])[N:8]([CH:14]([CH2:17][CH3:18])[CH2:15][CH3:16])[C:6]=4[N:7]=3)=[CH:21][CH:22]=2)[CH2:31][CH2:30]1)(=[O:34])[CH3:33]. Procedure details: To a solution of 2-chloro-7-(1-ethyl-propyl)-5,5-dimethyl-5,7-dihydro-pyrrolo[2,3-d]pyrimidin-6-one (20 mg, 0.075 mmol) in 1,4-dioxane (1 mL) and DMF (0.2 mL) are added 1-[4-(4-amino-phenyl)-piperazin-1-yl]-ethanone (24.5 mg, 0.11 mmol) and p-toluenesulfonic acid (17 mg, 0.089 mmol). The reaction mixture is sealed in a microwave reactor and heated at 140° C. for 30 min. The mixture is diluted with EtOAc and washed with 1N NaOH solution. The organics is dried over Na2SO4, filtered, and concentrat...